From a dataset of the Open Reaction Database (ORD), a public repository of structured organic reaction records. describe an organic reaction: reactants, conditions, products, and yield The reactants are C1=C(C=CC=2OC3=C(C21)CCCCCC3)N (6,7,8,9,10,11-Hexahydro-benzo[b]-cycloocta[d]furan-2-ylamine), C1(CCCC1)CCC(=O)Cl (3-cyclopentylpropionyl chloride), poly(vinylpyridine). The solvent is ClCCl (dichloromethane). Product: C1(CCCC1)CCC(=O)NC1=CC2=C(OC3=C2CCCCCC3)C=C1 (3-cyclopentyl-N-(6,7,8,9,10,11-hexahydrobenzo[b]cycloocta[d]furan-2-yl)propanamide). Isolated yield 63.8%. As a reaction SMILES: [CH:1]1[C:9]2[C:8]3[CH2:10][CH2:11][CH2:12][CH2:13][CH2:14][CH2:15][C:7]=3[O:6][C:5]=2[CH:4]=[CH:3][C:2]=1[NH2:16].[CH:17]1([CH2:22][CH2:23][C:24](Cl)=[O:25])[CH2:21][CH2:20][CH2:19][CH2:18]1>ClCCl>[CH:17]1([CH2:22][CH2:23][C:24]([NH:16][C:2]2[CH:3]=[CH:4][C:5]3[O:6][C:7]4[CH2:15][CH2:14][CH2:13][CH2:12][CH2:11][CH2:10][C:8]=4[C:9]=3[CH:1]=2)=[O:25])[CH2:21][CH2:20][CH2:19][CH2:18]1. Reported procedure: Following the procedure of Example 1, 6,7,8,9,10,11-Hexahydro-benzo[b]-cycloocta[d]furan-2-ylamine (0.13 g, 0.60 mmol), 3-cyclopentylpropionyl chloride (0.10 g, 0.63 mmol), and poly(vinylpyridine) (0.5 g) in dichloromethane (15 mL) provided 3-cyclopentyl-N-(6,7,8,9,10,11-hexahydrobenzo[b]cycloocta[d]furan-2-yl)propanamide (0.13 g). MS (ESI) m/z 340 ([M+H]+). Starting materials: C(=O)(O)CC=1N=C(SC1)SC(C(=O)O)(C)C (2-{[4-(carboxymethyl)-1,3-thiazol-2-yl]thio}-2-methylpropionic acid), NC=1C=C(C=CC1)C1=CC=CC=C1 (3-aminobiphenyl), FC(C(=O)O)(F)F (trifluoroacetic acid). Run at time 8 hour. The product is C1(=CC(=CC=C1)NCCC=1N=C(SC1)SC(C(=O)O)(C)C)C1=CC=CC=C1 (2-({4-[2-(biphenyl-3-ylamino)ethyl]-1,3-thiazol-2-yl}thio)-2-methylpropionic acid). As a reaction SMILES: [C:1]([CH2:4][C:5]1[N:6]=[C:7]([S:10][C:11]([CH3:16])([CH3:15])[C:12]([OH:14])=[O:13])[S:8][CH:9]=1)(O)=O.[NH2:17][C:18]1[CH:19]=[C:20]([C:24]2[CH:29]=[CH:28][CH:27]=[CH:26][CH:25]=2)[CH:21]=[CH:22][CH:23]=1.FC(F)(F)C(O)=O>>[C:20]1([C:24]2[CH:25]=[CH:26][CH:27]=[CH:28][CH:29]=2)[CH:21]=[CH:22][CH:23]=[C:18]([NH:17][CH2:1][CH2:4][C:5]2[N:6]=[C:7]([S:10][C:11]([CH3:16])([CH3:15])[C:12]([OH:14])=[O:13])[S:8][CH:9]=2)[CH:19]=1. Procedure: Operations similar to Example 520-1 and Example 488-2 were performed using 2-{[4-(carboxymethyl)-1,3-thiazol-2-yl]thio}-2-methylpropionic acid resin synthesized in Example 461-4 and 3-aminobiphenyl as starting materials. To the obtained resin was added trifluoroacetic acid and the mixture was left standing overnight. The resin was filtered off and the filtrate was concentrated by blowing nitrogen gas thereto, and purified by preparative HPLC to give the title compound (0.015 g) as a pale-brown o... Solvent: COCCOC (1,2-dimethoxyethane), C(Cl)Cl (DCM). Reagents/catalysts: C=1C=CC(=CC1)/C=C/C(=O)/C=C/C2=CC=CC=C2.C=1C=CC(=CC1)/C=C/C(=O)/C=C/C2=CC=CC=C2.C=1C=CC(=CC1)/C=C/C(=O)/C=C/C2=CC=CC=C2.[Pd].[Pd] (tris(dibenzylideneacetone)dipalladium). The yield is 70.0%. Starting materials: C(C1=CC=CC=C1)(C1=CC=CC=C1)=N (Benzophenone imine), BrC=1C=C(C=NC1)C(=O)C1=CN(C=2N=CN=CC21)[C@H](COC2OCCCC2)C ((5-bromopyridin-3-yl){7-[(1S)-1-methyl-2-(tetrahydro-2H-pyran-2-yloxy)ethyl]-7H-pyrrolo[2,3-d]pyrimidin-5-yl}methanone), C(C)(C)(C)P(C1=C(C=CC=C1)C1=C(C=C(C=C1C(C)C)C(C)C)C(C)C)C(C)(C)C (2-di-tert-butylphosphino-2′,4′,6′-triisopropylbiphenyl), [O-]P(=O)([O-])[O-].[K+].[K+].[K+] (potassium phosphate tribasic). RXN SMILES: C(=[NH:14])(C1C=CC=CC=1)C1C=CC=CC=1.Br[C:16]1[CH:17]=[C:18]([C:22]([C:24]2[C:32]3[CH:31]=[N:30][CH:29]=[N:28][C:27]=3[N:26]([C@@H:33]([CH3:42])[CH2:34][O:35][CH:36]3[CH2:41][CH2:40][CH2:39][CH2:38][O:37]3)[CH:25]=2)=[O:23])[CH:19]=[N:20][CH:21]=1.C(P(C(C)(C)C)C1C=CC=CC=1C1C(C(C)C)=CC(C(C)C)=CC=1C(C)C)(C)(C)C.[O-]P([O-])([O-])=O.[K+].[K+].[K+]>COCCOC.C(Cl)Cl.C1C=CC(/C=C/C(/C=C/C2C=CC=CC=2)=O)=CC=1.C1C=CC(/C=C/C(/C=C/C2C=CC=CC=2)=O)=CC=1.C1C=CC(/C=C/C(/C=C/C2C=CC=CC=2)=O)=CC=1.[Pd].[Pd]>[NH2:14][C:16]1[CH:17]=[C:18]([C:22]([C:24]2[C:32]3[CH:31]=[N:30][CH:29]=[N:28][C:27]=3[N:26]([C@@H:33]([CH3:42])[CH2:34][O:35][CH:36]3[CH2:41][CH2:40][CH2:39][CH2:38][O:37]3)[CH:25]=2)=[O:23])[CH:19]=[N:20][CH:21]=1 |f:3.4.5.6,9.10.11.12.13|. Product: NC=1C=C(C=NC1)C(=O)C1=CN(C=2N=CN=CC21)[C@H](COC2OCCCC2)C ((5-Aminopyridin-3-yl){7-[(1S)-1-methyl-2-(tetrahydro-2H-pyran-2-yloxy)ethyl]-7H-pyrrolo[2,3-d]pyrimidin-5-yl}methanone). Conditions: temperature 50 celsius, time 17 hour. Procedure: Benzophenone imine (0.40 mL, 2.4 mmol) was added to (5-bromopyridin-3-yl){7-[(1S)-1-methyl-2-(tetrahydro-2H-pyran-2-yloxy)ethyl]-7H-pyrrolo[2,3-d]pyrimidin-5-yl}methanone (891 mg, 2.0 mmol) (see Preparation 27), tris(dibenzylideneacetone)dipalladium (55 mg, 0.06 mmol), 2-di-tert-butylphosphino-2′,4′,6′-triisopropylbiphenyl (68 mg, 0.16 mmol) and freshly ground potassium phosphate tribasic (1.06 g, 5.0 mmol) in 1,2-dimethoxyethane (4 mL). The mixture was stirred at 50° C. for 17 hours. The reacti... Reactants: C(C)(C)(C)OC(C(COC(C)(C)C)NC(=O)C1=NN2C(N=C(C=C2C2=CC=C(C=C2)OC2=CC=CC=C2)C2=CC=C(C=C2)Cl)=C1)=O (3-tert-butoxy-2-{[5-(4-chloro-phenyl)-7-(4-phenoxy-phenyl)-pyrazolo[1,5-α]pyrimidine-2-carbonyl]-amino}-propionic acid tert-butyl ester), FC(C(=O)O)(F)F (trifluoroacetic acid), FC(C(=O)O)(F)F (TFA). The solvent is O (H2O). The product is ClC1=CC=C(C=C1)C1=NC=2N(C(=C1)C1=CC=C(C=C1)OC1=CC=CC=C1)N=C(C2)C(=O)NC(C(=O)O)CO (2-{[5-(4-chloro-phenyl)-7-(4-phenoxy-phenyl)-pyrazolo[1,5-α]pyrimidine-2-carbonyl]-amino}-3-hydroxy-propionic acid). Isolated yield 93.0%. RXN SMILES: C([O:5][C:6](=[O:46])[CH:7]([NH:14][C:15]([C:17]1[CH:45]=[C:20]2[N:21]=[C:22]([C:38]3[CH:43]=[CH:42][C:41]([Cl:44])=[CH:40][CH:39]=3)[CH:23]=[C:24]([C:25]3[CH:30]=[CH:29][C:28]([O:31][C:32]4[CH:37]=[CH:36][CH:35]=[CH:34][CH:33]=4)=[CH:27][CH:26]=3)[N:19]2[N:18]=1)=[O:16])[CH2:8][O:9]C(C)(C)C)(C)(C)C.FC(F)(F)C(O)=O>O>[Cl:44][C:41]1[CH:42]=[CH:43][C:38]([C:22]2[CH:23]=[C:24]([C:25]3[CH:26]=[CH:27][C:28]([O:31][C:32]4[CH:37]=[CH:36][CH:35]=[CH:34][CH:33]=4)=[CH:29][CH:30]=3)[N:19]3[N:18]=[C:17]([C:15]([NH:14][CH:7]([CH2:8][OH:9])[C:6]([OH:46])=[O:5])=[O:16])[CH:45]=[C:20]3[N:21]=2)=[CH:39][CH:40]=1. Procedure details: A sample of 3-tert-butoxy-2-{[5-(4-chloro-phenyl)-7-(4-phenoxy-phenyl)-pyrazolo[1,5-α]pyrimidine-2-carbonyl]-amino}-propionic acid tert-butyl ester was treated with 1 mL of 95:5 trifluoroacetic acid (TFA):H2O, and the resulting solution was stirred at rt for 1.5 h, after which time it was quenched by the addition of 2 mL of 1:1 acetonitrile:water. The mixture was then concentrated and lyophilized to afford 11.2 mg (93% yield over 2 steps) of desired 2-{[5-(4-chloro-phenyl)-7-(4-phenoxy-phenyl)-p... Reactants: CC(C)C[Al+]CC(C)C, Cc1ccccc1, CCOC(=O)C1(CCCCl)CC=CCC1c1ccccc1, [H-], O. Product: OCC1(CCCCl)CC=CCC1c1ccccc1. As a reaction SMILES: [CH2:23]([Al+:24][CH2:25][CH:26]([CH3:27])[CH3:28])[CH:29]([CH3:30])[CH3:31].[CH3:33][c:34]1[cH:35][cH:36][cH:37][cH:38][cH:39]1.[Cl:1][CH2:2][CH2:3][CH2:4][C:5]1([C:17](=[O:18])[O:19][CH2:20][CH3:21])[CH2:6][CH:7]=[CH:8][CH2:9][CH:10]1[c:11]1[cH:12][cH:13][cH:14][cH:15][cH:16]1.[H-:22].[OH2:32]>>[Cl:1][CH2:2][CH2:3][CH2:4][C:5]1([CH2:17][OH:18])[CH2:6][CH:7]=[CH:8][CH2:9][CH:10]1[c:11]1[cH:12][cH:13][cH:14][cH:15][cH:16]1. The reactants are BrC1=CN=C2N1N=CC(=N2)C(F)(F)F (7-bromo-3-trifluoromethylimidazo[1,2-b][1,2,4]triazine), P(=O)([O-])([O-])[O-].[K+].[K+].[K+] (potassium phosphate), FC1=C(C=C(C=C1)B1OC(C(O1)(C)C)(C)C)C=1C(=CC=CC1)C#N (2′-fluoro-5′-(4,4,5,5-tetramethyl-[1,3,2]dioxaborolan-2-yl)biphenyl-2-carbonitrile). The reagents and catalysts are C=1C=CC(=CC1)[P](C=2C=CC=CC2)(C=3C=CC=CC3)[Pd]([P](C=4C=CC=CC4)(C=5C=CC=CC5)C=6C=CC=CC6)([P](C=7C=CC=CC7)(C=8C=CC=CC8)C=9C=CC=CC9)[P](C=1C=CC=CC1)(C=1C=CC=CC1)C=1C=CC=CC1 (Tetrakis(triphenylphosphine)palladium(0)). Solvent: CN(C(C)=O)C (N,N-dimethylacetamide). Reaction conditions: temperature 80 celsius. Yields the product FC1=C(C=C(C=C1)C1=CN=C2N1N=CC(=N2)C(F)(F)F)C=2C(=CC=CC2)C#N (2′-Fluoro-5′-(3-trifluoromethylimidazo[1,2-b][1,2,4]triazin-7-yl)biphenyl-2-carbonitrile). Isolated yield 53.9%. Reaction SMILES: Br[C:2]1[N:6]2[N:7]=[CH:8][C:9]([C:11]([F:14])([F:13])[F:12])=[N:10][C:5]2=[N:4][CH:3]=1.P([O-])([O-])([O-])=O.[K+].[K+].[K+].[F:23][C:24]1[CH:29]=[CH:28][C:27](B2OC(C)(C)C(C)(C)O2)=[CH:26][C:25]=1[C:39]1[C:40]([C:45]#[N:46])=[CH:41][CH:42]=[CH:43][CH:44]=1>CN(C)C(=O)C.C1C=CC([P]([Pd]([P](C2C=CC=CC=2)(C2C=CC=CC=2)C2C=CC=CC=2)([P](C2C=CC=CC=2)(C2C=CC=CC=2)C2C=CC=CC=2)[P](C2C=CC=CC=2)(C2C=CC=CC=2)C2C=CC=CC=2)(C2C=CC=CC=2)C2C=CC=CC=2)=CC=1>[F:23][C:24]1[CH:29]=[CH:28][C:27]([C:2]2[N:6]3[N:7]=[CH:8][C:9]([C:11]([F:14])([F:13])[F:12])=[N:10][C:5]3=[N:4][CH:3]=2)=[CH:26][C:25]=1[C:39]1[C:40]([C:45]#[N:46])=[CH:41][CH:42]=[CH:43][CH:44]=1 |f:1.2.3.4,^1:56,58,77,96|. Reported procedure: A stirred mixture of 7-bromo-3-trifluoromethylimidazo[1,2-b][1,2,4]triazine (99.0 mg, 0.371 mmol), dried potassium phosphate (0.1581 g, 0.745 mmol) and 2′-fluoro-5′-(4,4,5,5-tetramethyl-[1,3,2]dioxaborolan-2-yl)biphenyl-2-carbonitrile (0.2402 g, 0.743 mmol) in anhydrous N,N-dimethylacetamide (2 ml) was degassed by evacuation and refilling with nitrogen three times. Tetrakis(triphenylphosphine)palladium(0) (22.1 mg, 0.0191 mmol) was then added and the mixture was degassed with two more evacuation... Reactants: C([O-])([O-])=O.[Cs+].[Cs+] (cesium carbonate), FC1=NC=CC=C1B(O)O (2-fluoro-pyridyl boronic acid), IC=1C(=NN(C1)CC1=CC=C(C=C1)OC)C1=CC(=CC=C1)[N+](=O)[O-] (4-iodo-1-(4-methoxybenzyl)-3-(3-nitrophenyl)-1H-pyrazole). Reagents/catalysts: C=1C=CC(=CC1)[P](C=2C=CC=CC2)(C=3C=CC=CC3)[Pd]([P](C=4C=CC=CC4)(C=5C=CC=CC5)C=6C=CC=CC6)([P](C=7C=CC=CC7)(C=8C=CC=CC8)C=9C=CC=CC9)[P](C=1C=CC=CC1)(C=1C=CC=CC1)C=1C=CC=CC1 (palladium tetrakis). Run in O1CCOCC1 (dioxane), O (water). Reaction conditions: temperature 100 celsius, time 4 hour. Yields the product FC1=NC=CC(=C1)C=1C(=NN(C1)CC1=CC=C(C=C1)OC)C1=CC(=CC=C1)[N+](=O)[O-] (2-fluoro-4-[1-(4-methoxybenzyl)-3-(3-nitrophenyl)-1H-pyrazol-4-yl]pyridine). RXN SMILES: I[C:2]1[C:3]([C:16]2[CH:21]=[CH:20][CH:19]=[C:18]([N+:22]([O-:24])=[O:23])[CH:17]=2)=[N:4][N:5]([CH2:7][C:8]2[CH:13]=[CH:12][C:11]([O:14][CH3:15])=[CH:10][CH:9]=2)[CH:6]=1.C(=O)([O-])[O-].[Cs+].[Cs+].[F:31][C:32]1[C:37](B(O)O)=[CH:36][CH:35]=[CH:34][N:33]=1>O1CCOCC1.O.C1C=CC([P]([Pd]([P](C2C=CC=CC=2)(C2C=CC=CC=2)C2C=CC=CC=2)([P](C2C=CC=CC=2)(C2C=CC=CC=2)C2C=CC=CC=2)[P](C2C=CC=CC=2)(C2C=CC=CC=2)C2C=CC=CC=2)(C2C=CC=CC=2)C2C=CC=CC=2)=CC=1>[F:31][C:32]1[CH:37]=[C:36]([C:2]2[C:3]([C:16]3[CH:21]=[CH:20][CH:19]=[C:18]([N+:22]([O-:24])=[O:23])[CH:17]=3)=[N:4][N:5]([CH2:7][C:8]3[CH:13]=[CH:12][C:11]([O:14][CH3:15])=[CH:10][CH:9]=3)[CH:6]=2)[CH:35]=[CH:34][N:33]=1 |f:1.2.3,^1:51,53,72,91|. Procedure details: 1 g (2.3 mmol) of 4-iodo-1-(4-methoxybenzyl)-3-(3-nitrophenyl)-1H-pyrazole (prepared as described in Example 27) were dissolved in a mixture of 20 ml of dioxane and 5 ml of water in a nitrogen atmosphere. 750 mg (2.3 mmol) of cesium carbonate, 350 mg (0.3 mmol) of palladium tetrakis and 486 mg (3.45 mmol) of 2-fluoro-pyridyl boronic acid were added and the reaction stirred at 100° C. for 4 hours. The mixture was then filtered through a celite pad and the filtrate evaporated under reduced pressur...